This data is from the Open Reaction Database (ORD), a public repository of structured organic reaction records. The task is: describe an organic reaction: reactants, conditions, products, and yield Starting materials: ClC1=CC(=C(C=C1)N1C=2N(C(=CC1=O)C(F)(F)F)C=CN2)F (8-(4-Chloro-2-fluorophenyl)-7,8-dihydro-5-trifluoromethylimidazo[1,2-a]pyrimidin-7-one), [N+](=O)(O)[O-] (nitric acid), S(O)(O)(=O)=O (sulfuric acid). Run in ice water. Yields the product ClC1=CC(=C(C=C1[N+](=O)[O-])N1C=2N(C(=CC1=O)C(F)(F)F)C=CN2)F (8-(4-chloro-2-fluoro-5-nitrophenyl)-7,8-dihydro-5-trifluoromethylimidazo[1,2-a]pyrimidin-7-one). Reaction SMILES: [Cl:1][C:2]1[CH:7]=[CH:6][C:5]([N:8]2[C:13](=[O:14])[CH:12]=[C:11]([C:15]([F:18])([F:17])[F:16])[N:10]3[CH:19]=[CH:20][N:21]=[C:9]23)=[C:4]([F:22])[CH:3]=1.[N+:23]([O-])([OH:25])=[O:24].S(=O)(=O)(O)O>>[Cl:1][C:2]1[C:7]([N+:23]([O-:25])=[O:24])=[CH:6][C:5]([N:8]2[C:13](=[O:14])[CH:12]=[C:11]([C:15]([F:17])([F:18])[F:16])[N:10]3[CH:19]=[CH:20][N:21]=[C:9]23)=[C:4]([F:22])[CH:3]=1. Procedure: 8-(4-Chloro-2-fluorophenyl)-7,8-dihydro-5-trifluoromethylimidazo[1,2-a]pyrimidin-7-one (0.8 g) was added to a mixture of concentrated nitric acid (60%, d=1.38; 1 ml) and concentrated sulfuric acid (10 ml) under ice-cooled condition. The mixture was reacted for 30 minuets at 0° C., poured into ice water (150 ml) and then extracted with ether. The extract layer was washed with water, an aqueous saturated sodium hydrogencarbonate solution and water in this order, and dried on anhydrous magnesium su... Reactants: C(C)(C)(C)OC(=O)N1CCC(CC1)NCC1=CC=CC=C1 (4-benzylamino-piperidine-1-carboxylic acid tert-butyl ester), C1(CCCCC1)CC(=O)O (cyclohexylacetic acid). The product is C(C)(C)(C)OC(=O)N1CCC(CC1)N(C(CC1CCCCC1)=O)CC1=CC=CC=C1 (4-[benzyl-(2-cyclohexyl-acetyl)-amino]-piperidine-1-carboxylic acid tert-butyl ester). Yield: 84.3%. Reaction SMILES: [C:1]([O:5][C:6]([N:8]1[CH2:13][CH2:12][CH:11]([NH:14][CH2:15][C:16]2[CH:21]=[CH:20][CH:19]=[CH:18][CH:17]=2)[CH2:10][CH2:9]1)=[O:7])([CH3:4])([CH3:3])[CH3:2].[CH:22]1([CH2:28][C:29](O)=[O:30])[CH2:27][CH2:26][CH2:25][CH2:24][CH2:23]1>>[C:1]([O:5][C:6]([N:8]1[CH2:13][CH2:12][CH:11]([N:14]([CH2:15][C:16]2[CH:21]=[CH:20][CH:19]=[CH:18][CH:17]=2)[C:29](=[O:30])[CH2:28][CH:22]2[CH2:27][CH2:26][CH2:25][CH2:24][CH2:23]2)[CH2:10][CH2:9]1)=[O:7])([CH3:4])([CH3:2])[CH3:3]. Reported procedure: Using general procedure E, 4-benzylamino-piperidine-1-carboxylic acid tert-butyl ester (300 mg, 1.03 mmol) and cyclohexylacetic acid (161 mg, 1.13 mmol) afforded 4-[benzyl-(2-cyclohexyl-acetyl)-amino]-piperidine-1-carboxylic acid tert-butyl ester as a white solid (360 mg, 85%). Reactants: ice water, N1CCCCC1 (Piperidine), Cl.C(C)N=C=NCCCN(C)C (1-ethyl-3-(3-dimethylaminopropyl)carbodiimide hydrochloride), COC=1C(C(=C(C(C1OC)=O)CC=1C=CC(=C(C(=O)O)C1)OC1=CC(=CC=C1)OC)C)=O (5-(5,6-dimethoxy-3-methyl-1,4-benzoquinon-2-yl)methyl-2-(3-methoxyphenoxy)benzoic acid). Solvent: C(Cl)Cl (methylene chloride). Run at time 12 hour. Product: COC=1C(C(=C(C(C1OC)=O)CC=1C=CC(=C(C(=O)N2CCCCC2)C1)OC1=CC(=CC=C1)OC)C)=O (N-[5-(5,6-Dimethoxy-3-methyl-1,4-benzoquinon-2-yl)methyl-2-(3-methoxyphenoxy)benzoyl]piperidine). The yield is 58.0%. Reaction SMILES: [NH:1]1[CH2:6][CH2:5][CH2:4][CH2:3][CH2:2]1.Cl.C(N=C=NCCCN(C)C)C.[CH3:19][O:20][C:21]1[C:22](=[O:50])[C:23]([CH3:49])=[C:24]([CH2:30][C:31]2[CH:32]=[CH:33][C:34]([O:40][C:41]3[CH:46]=[CH:45][CH:44]=[C:43]([O:47][CH3:48])[CH:42]=3)=[C:35]([CH:39]=2)[C:36](O)=[O:37])[C:25](=[O:29])[C:26]=1[O:27][CH3:28]>C(Cl)Cl>[CH3:19][O:20][C:21]1[C:22](=[O:50])[C:23]([CH3:49])=[C:24]([CH2:30][C:31]2[CH:32]=[CH:33][C:34]([O:40][C:41]3[CH:46]=[CH:45][CH:44]=[C:43]([O:47][CH3:48])[CH:42]=3)=[C:35]([CH:39]=2)[C:36]([N:1]2[CH2:6][CH2:5][CH2:4][CH2:3][CH2:2]2)=[O:37])[C:25](=[O:29])[C:26]=1[O:27][CH3:28] |f:1.2|. Procedure details: Piperidine (0.096 g, 1.128 mmol) and 1-ethyl-3-(3-dimethylaminopropyl)carbodiimide hydrochloride (0.324 g, 1.692 mmol) were added to a methylene chloride solution (5 ml) of 5-(5,6-dimethoxy-3-methyl-1,4-benzoquinon-2-yl)methyl-2-(3-methoxyphenoxy)benzoic acid (0.247 g, 0.564 mmol) and the resulting solution was stirred at room temperature for 12 hours. The reaction solution was poured into ice water and then extracted with methylene chloride. The extract was washed with water and then dried, and... Starting materials: CC1=NNC(=O)C1=C1C=C(Cl)c2ccccc2N1, O=C(O)c1ccc(S)nc1. Product: CC1=NNC(=O)C1=C1C=C(Sc2ccc(C(=O)O)cn2)c2ccccc2N1. As a reaction SMILES: [Cl:1][C:2]1=[CH:3][C:4](=[C:12]2[C:13]([CH3:18])=[N:14][NH:15][C:16]2=[O:17])[NH:5][c:6]2[cH:7][cH:8][cH:9][cH:10][c:11]21.[SH:19][c:20]1[n:21][cH:22][c:23]([C:24](=[O:25])[OH:26])[cH:27][cH:28]1>>[C:2]1([S:19][c:20]2[n:21][cH:22][c:23]([C:24](=[O:25])[OH:26])[cH:27][cH:28]2)=[CH:3][C:4](=[C:12]2[C:13]([CH3:18])=[N:14][NH:15][C:16]2=[O:17])[NH:5][c:6]2[cH:7][cH:8][cH:9][cH:10][c:11]21. Reactants: N12C[C@@H](C(CC1)CC2)OC(=O)C2(CCCCCC2)C=2SC=CC2 (1-Thiophen-2-yl-cycloheptanecarboxylic acid (R)-(1-aza-bicyclo[2.2.2]oct-3-yl)ester), BrCC(=O)NC1=CC(=NO1)C (2-bromo-N-(3-methylisoxazol-5-yl)acetamide), C(C)(=O)OCC (Ethyl acetate), CCCC(C)C (isohexane). Run in C(C)#N (acetonitrile). Reaction conditions: time 8 hour. Yields the product [Br-].CC1=NOC(=C1)NC(=O)C[N+]12C[C@@H](C(CC1)CC2)OC(=O)C2(CCCCCC2)C=2SC=CC2 ((R)-1-[(3-Methyl-isoxazol-5-ylcarbamoyl)-methyl]-3-(1-thiophen-2-yl cycloheptanecarbonyloxy)-1-azonia-bicyclo[2.2.2]octane bromide). Isolated yield 45.8%. As a reaction SMILES: [N:1]12[CH2:8][CH2:7][CH:4]([CH2:5][CH2:6]1)[C@@H:3]([O:9][C:10]([C:12]1([C:19]3[S:20][CH:21]=[CH:22][CH:23]=3)[CH2:18][CH2:17][CH2:16][CH2:15][CH2:14][CH2:13]1)=[O:11])[CH2:2]2.[Br:24][CH2:25][C:26]([NH:28][C:29]1[O:33][N:32]=[C:31]([CH3:34])[CH:30]=1)=[O:27].C(OCC)(=O)C.CCCC(C)C>C(#N)C>[Br-:24].[CH3:34][C:31]1[CH:30]=[C:29]([NH:28][C:26]([CH2:25][N+:1]23[CH2:6][CH2:5][CH:4]([CH2:7][CH2:8]2)[C@@H:3]([O:9][C:10]([C:12]2([C:19]4[S:20][CH:21]=[CH:22][CH:23]=4)[CH2:18][CH2:17][CH2:16][CH2:15][CH2:14][CH2:13]2)=[O:11])[CH2:2]3)=[O:27])[O:33][N:32]=1 |f:5.6|. Procedure: 1-Thiophen-2-yl-cycloheptanecarboxylic acid (R)-(1-aza-bicyclo[2.2.2]oct-3-yl)ester (Example 5d) (50 mg) and 2-bromo-N-(3-methylisoxazol-5-yl)acetamide (Example 7a) (32 mg) were dissolved in acetonitrile (2 mL) and left overnight. Ethyl acetate (10 mL) and isohexane (10 mL) were added and the crystals filtered off, washed with ethyl acetate and dried to afford the titled compound (37 mg).